From a dataset of the Open Reaction Database (ORD), a public repository of structured organic reaction records. describe an organic reaction: reactants, conditions, products, and yield Starting materials: CN=C=S, Cc1ccccc1, Nc1cccc(-c2cnc3ccccc3n2)c1. Product: CNC(=S)Nc1cccc(-c2cnc3ccccc3n2)c1. RXN SMILES: [CH3:18][N:19]=[C:20]=[S:21].[CH3:22][c:23]1[cH:24][cH:25][cH:26][cH:27][cH:28]1.[n:1]1[c:2](-[c:11]2[cH:12][c:13]([NH2:17])[cH:14][cH:15][cH:16]2)[cH:3][n:4][c:5]2[cH:6][cH:7][cH:8][cH:9][c:10]12>>[n:1]1[c:2](-[c:11]2[cH:12][c:13]([NH:17][C:20]([NH:19][CH3:18])=[S:21])[cH:14][cH:15][cH:16]2)[cH:3][n:4][c:5]2[cH:6][cH:7][cH:8][cH:9][c:10]12. The reactants are N1C([C@]2(C3=CC=CC=C13)COC1=CC3=C(OCCO3)C=C12)=O ((S)-2,3-dihydrospiro[furo[2,3-g][1,4]benzodioxine-8,3′-indol]-2′(1′H)-one), CC1=CC=C(C=C1)S(=O)(=O)OC[C@@H]1OCCOC1 ((R)-(1,4-dioxan-2-yl)methyl 4-methylbenzenesulfonate), N1C(C2(C3=CC=CC=C13)COC=1C2=CC2=C(OCO2)C1)=O (spiro[furo[2,3-f][1,3]benzodioxole-7,3′-indol]-2′(1′H)-one), CC1=CC=C(C=C1)S(=O)(=O)OC[C@H]1OCCOC1 ((S)-(1,4-dioxan-2-yl)methyl 4-methylbenzenesulfonate). Product: O1[C@@H](COCC1)CN1C([C@]2(C3=CC=CC=C13)COC1=CC3=C(OCCO3)C=C12)=O ((8S)-1′-[(2R)-1,4-dioxan-2-ylmethyl]-2,3-dihydrospiro[furo[2,3-g][1,4]benzodioxine-8,3′-indol]-2′(1′H)-one). As a reaction SMILES: [NH:1]1[C:9]2[C:4](=[CH:5][CH:6]=[CH:7][CH:8]=2)[C@@:3]2([C:21]3[C:12](=[CH:13][C:14]4[O:19][CH2:18][CH2:17][O:16][C:15]=4[CH:20]=3)[O:11][CH2:10]2)[C:2]1=[O:22].N1C2C(=CC=CC=2)C2(C3=CC4OCOC=4C=C3OC2)C1=O.CC1C=CC(S(O[CH2:55][C@@H:56]2[CH2:61][O:60][CH2:59][CH2:58][O:57]2)(=O)=O)=CC=1.CC1C=CC(S(OC[C@H]2COCCO2)(=O)=O)=CC=1>>[O:57]1[CH2:58][CH2:59][O:60][CH2:61][C@H:56]1[CH2:55][N:1]1[C:9]2[C:4](=[CH:5][CH:6]=[CH:7][CH:8]=2)[C@@:3]2([C:21]3[C:12](=[CH:13][C:14]4[O:19][CH2:18][CH2:17][O:16][C:15]=4[CH:20]=3)[O:11][CH2:10]2)[C:2]1=[O:22]. Procedure: Following the procedure as described in EXAMPLE 8 and making non-critical variations using (S)-2,3-dihydrospiro[furo[2,3-g][1,4]benzodioxine-8,3′-indol]-2′(1′H)-one to replace spiro[furo[2,3-f][1,3]benzodioxole-7,3′-indol]-2′(1′H)-one, and (S)-(1,4-dioxan-2-yl)methyl 4-methylbenzenesulfonate to replace (R)-(1,4-dioxan-2-yl)methyl 4-methylbenzenesulfonate, (8S)-1′-[(2R)-1,4-dioxan-2-ylmethyl]-2,3-dihydrospiro[furo[2,3-g][1,4]benzodioxine-8,3′-indol]-2′(1′H)-one was obtained (84%) as a colorless s...